This data is from the Open Reaction Database (ORD), a public repository of structured organic reaction records. The task is: describe an organic reaction: reactants, conditions, products, and yield The reactants are ClC=1C=CC(=C(C1)C(=O)C1=C(C=CC=C1F)F)I ((5-chloro-2-iodo-phenyl)-(2,6-difluoro-phenyl)-methanone), COCCOC (1,2-dimethoxy-ethane), C(C)(C)(C)OC(=O)NCC=1C(=CC(=NC1)Cl)B(O)O ((5-{[(tert-butoxycarbonyl)amino]methyl}-2-chloropyridin-4-yl)boronic acid), C([O-])([O-])=O.[Na+].[Na+] (sodium carbonate). Reagents/catalysts: [Pd].C1(=CC=CC=C1)P(C1=CC=CC=C1)C1=CC=CC=C1.C1(=CC=CC=C1)P(C1=CC=CC=C1)C1=CC=CC=C1.C1(=CC=CC=C1)P(C1=CC=CC=C1)C1=CC=CC=C1.C1(=CC=CC=C1)P(C1=CC=CC=C1)C1=CC=CC=C1 (tetrakis(triphenylphosphine)-palladium(0)). The solvent is O (water), C(Cl)Cl (methylene chloride). Run at time 15 minute. Product: C(C)(C)(C)OC(NCC=1C=NC(=CC1C1=C(C=C(C=C1)Cl)C(C1=C(C=CC=C1F)F)=O)Cl)=O (tert-butyl({6-chloro-4-[4-chloro-2-(2,6-difluorobenzoyl)phenyl]pyridin-3-yl}methyl)carbamate). The yield is 23.9%. As a reaction SMILES: COCCOC.[Cl:7][C:8]1[CH:9]=[CH:10][C:11](I)=[C:12]([C:14]([C:16]2[C:21]([F:22])=[CH:20][CH:19]=[CH:18][C:17]=2[F:23])=[O:15])[CH:13]=1.[C:25]([O:29][C:30]([NH:32][CH2:33][C:34]1[C:35](B(O)O)=[CH:36][C:37]([Cl:40])=[N:38][CH:39]=1)=[O:31])([CH3:28])([CH3:27])[CH3:26].C(=O)([O-])[O-].[Na+].[Na+]>O.C(Cl)Cl.[Pd].C1(P(C2C=CC=CC=2)C2C=CC=CC=2)C=CC=CC=1.C1(P(C2C=CC=CC=2)C2C=CC=CC=2)C=CC=CC=1.C1(P(C2C=CC=CC=2)C2C=CC=CC=2)C=CC=CC=1.C1(P(C2C=CC=CC=2)C2C=CC=CC=2)C=CC=CC=1>[C:25]([O:29][C:30](=[O:31])[NH:32][CH2:33][C:34]1[CH:39]=[N:38][C:37]([Cl:40])=[CH:36][C:35]=1[C:11]1[CH:10]=[CH:9][C:8]([Cl:7])=[CH:13][C:12]=1[C:14](=[O:15])[C:16]1[C:21]([F:22])=[CH:20][CH:19]=[CH:18][C:17]=1[F:23])([CH3:28])([CH3:26])[CH3:27] |f:3.4.5,8.9.10.11.12|. Reported procedure: Into a 50-mL single-necked round-bottom flask was added 1,2-dimethoxy-ethane (10 mL). The solvent was purged with nitrogen, then tetrakis(triphenylphosphine)-palladium(0) (80.7 mg, 0.07 mmol) and (5-chloro-2-iodo-phenyl)-(2,6-difluoro-phenyl)-methanone (528 mg, 1.40 mmol) were added. The mixture was stirred under an atmosphere of nitrogen for 15 minutes, then (5-{[(tert-butoxycarbonyl)amino]methyl}-2-chloropyridin-4-yl)boronic acid (600.0 mg, 2.09 mmol) and 2.00 M sodium carbonate in water (1.40... Reactants: CCN=C=NCCCN(C)C, CCOCC, O=C(NC1Cc2ccccc2N(CC(O)CO)C1=O)c1cc2cc(Cl)sc2[nH]1, ClCCl, N#CCN1C(=O)C(N)Cc2ccccc21. Product: N#CCN1C(=O)C(NC(=O)c2cc3cc(Cl)sc3[nH]2)Cc2ccccc21. As a reaction SMILES: [CH3:1][CH2:2][N:3]=[C:4]=[N:5][CH2:6][CH2:7][CH2:8][N:9]([CH3:10])[CH3:11].[CH3:55][CH2:56][O:57][CH2:58][CH3:59].[Cl:12][c:13]1[cH:14][c:15]2[c:16]([nH:17][c:18]([C:20](=[O:21])[NH:22][CH:23]3[C:24](=[O:38])[N:25]([CH2:33][CH:34]([OH:35])[CH2:36][OH:37])[c:26]4[cH:27][cH:28][cH:29][cH:30][c:31]4[CH2:32]3)[cH:19]2)[s:39]1.[Cl:60][CH2:61][Cl:62].[NH2:40][CH:41]1[CH2:42][c:43]2[c:44]([cH:45][cH:46][cH:47][cH:48]2)[N:49]([CH2:50][C:51]#[N:52])[C:53]1=[O:54]>>[N:3]#[C:34][CH2:33][N:25]1[C:24](=[O:38])[CH:23]([NH:22][C:20]([c:18]2[nH:17][c:16]3[c:15]([cH:14][c:13]([Cl:12])[s:39]3)[cH:19]2)=[O:21])[CH2:32][c:31]2[c:26]1[cH:27][cH:28][cH:29][cH:30]2. The reactants are COC=1C=CC2=C(N=C(C=3C(C=4C=CN=CC4C23)=O)OS(=O)(=O)C2=CC=C(C=C2)C)C1C (Toluene-4-sulfonic acid 3-methoxy-4-methyl-7-oxo-7H-5,10-diaza-benzo[c]fluoren-6-yl ester), CN(CCN)C (N,N-dimethylethylenediamine). Solvent: ClCCl (dichloromethane). Run at temperature 80 celsius, time 1 hour. The product is CN(CCNC1=NC2=C(C=3C=4C=NC=CC4C(C13)=O)C=CC(=C2C)OC)C (6-(2-dimethylamino-ethylamino)-3-methoxy-4-methyl-5,10-diaza-benzo[c]fluoren-7-one), powder. As a reaction SMILES: [CH3:1][O:2][C:3]1[CH:4]=[CH:5][C:6]2[C:18]3[C:17]4[CH:16]=[N:15][CH:14]=[CH:13][C:12]=4[C:11](=[O:19])[C:10]=3[C:9](OS(C3C=CC(C)=CC=3)(=O)=O)=[N:8][C:7]=2[C:31]=1[CH3:32].[CH3:33][N:34]([CH3:38])[CH2:35][CH2:36][NH2:37]>ClCCl>[CH3:33][N:34]([CH3:38])[CH2:35][CH2:36][NH:37][C:9]1[C:10]2[C:11](=[O:19])[C:12]3[CH:13]=[CH:14][N:15]=[CH:16][C:17]=3[C:18]=2[C:6]2[CH:5]=[CH:4][C:3]([O:2][CH3:1])=[C:31]([CH3:32])[C:7]=2[N:8]=1. Procedure details: Toluene-4-sulfonic acid 3-methoxy-4-methyl-7-oxo-7H-5,10-diaza-benzo[c]fluoren-6-yl ester (Example 18c-1) (25 mg) was suspended in N,N-dimethylethylenediamine (0.5 ml) and the mixture was stirred at 80° C. for one hour. The mixture was diluted with dichloromethane and washed with saturated ammonium chloride solution and water. The organic layer was dried over anhydrous sodium sulfate and evaporated to dryness. The residue was purified by silica gel column chromatography developed by dichlorometh... Starting materials: C12C(C3CC(CC(C1)C3)C2)O (2-adamantanol), ClC(Cl)(Cl)OC(OC(Cl)(Cl)Cl)=O (bis(trichloromethyl)carbonate), N1=CC=CC=C1 (pyridine). The solvent is C(Cl)Cl (CH2Cl2), C(Cl)Cl (CH2Cl2). Reaction conditions: time 2 hour. The product is C12C(C3CC(CC(C1)C3)C2)OC(=O)Cl (2-Adamantylchloroformate). Reaction SMILES: [CH:1]12[CH2:10][CH:5]3[CH2:6][CH:7]([CH2:9][CH:3]([CH2:4]3)[CH:2]1[OH:11])[CH2:8]2.[Cl:12][C:13]([O:16]C(=O)OC(Cl)(Cl)Cl)(Cl)Cl.N1C=CC=CC=1>C(Cl)Cl>[CH:1]12[CH2:10][CH:5]3[CH2:6][CH:7]([CH2:9][CH:3]([CH2:4]3)[CH:2]1[O:11][C:13]([Cl:12])=[O:16])[CH2:8]2. Procedure details: To a stirred solution of 2-adamantanol (0.912 g, 6 mmol) in dry CH2Cl2 (15 mL) was added bis(trichloromethyl)carbonate (0.653 g), pyridine in dry CH2Cl2 (10 mL) at 0° C. The reaction mixture was warmed to room temperature and stirred for two hours. The solvent was removed in vacuo at 30° C., taken up in ethyl acetate (30 mL) and stirred for 10 minutes. The pyridinium hydrochloride precipitate was filtered off and the solvent removed in vacuo at 30° C., to give an oil which solidified upon standi...